This data is from the Open Reaction Database (ORD), a public repository of structured organic reaction records. The task is: describe an organic reaction: reactants, conditions, products, and yield Reactants: BrBr (bromine), O[C@H]1C[C@@H]2CC[C@H]3[C@@H]4CC[C@H](C(C)=O)[C@]4(CC([C@@H]3[C@]2(CC1)C)=O)C (3α-Hydroxy-5α-pregnane-11,20-dione), C(Cl)(Cl)Cl (chloroform). The reagents and catalysts are C(C)(=O)Cl (acetyl chloride). Solvent: CO (methanol), CO (methanol). Yields the product BrCC([C@H]1CC[C@H]2[C@@H]3CC[C@H]4C[C@@H](CC[C@]4(C)[C@H]3C(C[C@]12C)=O)O)=O (21-Bromo-3α-hydroxy-5α-pregnane-11,20-dione). RXN SMILES: [OH:1][C@@H:2]1[CH2:21][CH2:20][C@@:19]2([CH3:22])[C@@H:4]([CH2:5][CH2:6][C@@H:7]3[C@@H:18]2[C:17](=[O:23])[CH2:16][C@@:15]2([CH3:24])[C@H:8]3[CH2:9][CH2:10][C@@H:11]2[C:12](=[O:14])[CH3:13])[CH2:3]1.[Br:25]Br.C(Cl)(Cl)Cl>CO.C(Cl)(=O)C>[Br:25][CH2:13][C:12](=[O:14])[C@@H:11]1[C@:15]2([CH3:24])[C@H:8]([C@H:7]3[C@H:18]([C:17](=[O:23])[CH2:16]2)[C@:19]2([CH3:22])[C@H:4]([CH2:3][C@H:2]([OH:1])[CH2:21][CH2:20]2)[CH2:5][CH2:6]3)[CH2:9][CH2:10]1. Procedure details: 3α-Hydroxy-5α-pregnane-11,20-dione (1 g.) in stirred methanol (7 ml.) at 30° was treated with acetyl chloride (1 drop). After two minutes bromine (0.19 ml.) in methanol (4.5 ml.) was added dropwise. The solution being allowed to decolourise between the addition of each drop. The resulting clear solution was poured into chloroform (100 ml.), washed with water (3 × 50 ml.) dried (Na2SO4) and evaporated to a white froth (1.40 g.). Preparative t.l.c. afforded title compound (715 mg.) which crystalli...